This data is from the Open Reaction Database (ORD), a public repository of structured organic reaction records. The task is: describe an organic reaction: reactants, conditions, products, and yield The reactants are ClC(CC(=O)OC)=O (Methyl 3-chloro-3-oxopropanoate), C1(=CC(=CC=C1)NCC1=CC2=C(\C(\C3=C(CC2)C=CC=C3)=C\C#N)C=C1)C1=CC=CC=C1 ((E)-[2-(Biphenyl-3-ylaminomethyl)-10,11-dihydro-5H-dibenzo[a,d]cyclohepten-5-ylidene]acetonitrile), C(O)([O-])=O.[Na+] (sodium hydrogen carbonate). Solvent: CN(C)C=O (DMF). Conditions: temperature 0 celsius, time 7 hour. The product is C1(=CC(=CC=C1)N(C(CC(=O)OC)=O)CC1=CC2=C(\C(\C3=C(CC2)C=CC=C3)=C\C#N)C=C1)C1=CC=CC=C1 ((E)-[2-(N-(biphenyl-3-yl)-3-methoxy-3-oxopropanamido)methyl-10,11-dihydro-5H-dibenzo[a,d]cyclohepten-5-ylidene]acetonitrile). Reaction SMILES: [C:1]1([C:27]2[CH:32]=[CH:31][CH:30]=[CH:29][CH:28]=2)[CH:6]=[CH:5][CH:4]=[C:3]([NH:7][CH2:8][C:9]2[CH:26]=[CH:25][C:12]3/[C:13](=[CH:22]/[C:23]#[N:24])/[C:14]4[CH:21]=[CH:20][CH:19]=[CH:18][C:15]=4[CH2:16][CH2:17][C:11]=3[CH:10]=2)[CH:2]=1.Cl[C:34](=[O:40])[CH2:35][C:36]([O:38][CH3:39])=[O:37].C(=O)([O-])O.[Na+]>CN(C=O)C>[C:1]1([C:27]2[CH:32]=[CH:31][CH:30]=[CH:29][CH:28]=2)[CH:6]=[CH:5][CH:4]=[C:3]([N:7]([CH2:8][C:9]2[CH:26]=[CH:25][C:12]3/[C:13](=[CH:22]/[C:23]#[N:24])/[C:14]4[CH:21]=[CH:20][CH:19]=[CH:18][C:15]=4[CH2:16][CH2:17][C:11]=3[CH:10]=2)[C:34](=[O:40])[CH2:35][C:36]([O:38][CH3:39])=[O:37])[CH:2]=1 |f:2.3|. Procedure details: [step 1] Compound 43 (200 mg, 0.49 mmol) obtained in Example 43 was dissolved in DMF (1 mL), and the mixture was cooled to 0° C. Methyl 3-chloro-3-oxopropanoate (99 mg, 0.73 mmol) was added, and the mixture was stirred at room temperature for 7 hr. To this mixture was added saturated aqueous sodium hydrogen carbonate solution (20 mL), and the precipitate was collected by filtration to give (E)-[2-(N-(biphenyl-3-yl)-3-methoxy-3-oxopropanamido)methyl-10,11-dihydro-5H-dibenzo[a,d]cyclohepten-5-ylid... The reactants are N=[N+]=[N-] (hydrazoic acid), N=[N+]=[N-].C(Cl)(Cl)Cl (hydrazoic acid chloroform), P(Cl)(Cl)(Cl)(Cl)Cl (Phosphorus pentachloride), C(C)(=O)C1=C(C(=C(OCC=2C=C(C(=O)NCCCC=3C=NC=CC3)C=CC2)C=C1)CCC)O (3-[(4-acetyl-3-hydroxy-2-propylphenoxy)methyl]-N-[3-(3-pyridinyl)propyl]benzamide). Solvent: C(Cl)(Cl)Cl (chloroform), C(Cl)(Cl)Cl (chloroform). Conditions: time 1.75 hour. The product is ClC=1C(=C(C(=C(C1)C(C)=O)O)CCC)OCC1=CC(=CC=C1)C1=NN=NN1CCCC=1C=NC=CC1 (1-[5-chloro-2-hydroxy-3-propyl-4-[[3-[1-[3-(3-pyridinyl)propyl]-1H-tetrazol-5-yl]phenyl]methoxy]phenyl]ethanone). As a reaction SMILES: P(Cl)(Cl)(Cl)(Cl)Cl.[C:7]([C:10]1[CH:35]=[CH:34][C:13]([O:14][CH2:15][C:16]2[CH:17]=[C:18]([CH:31]=[CH:32][CH:33]=2)[C:19]([NH:21][CH2:22][CH2:23][CH2:24][C:25]2[CH:26]=[N:27][CH:28]=[CH:29][CH:30]=2)=O)=[C:12]([CH2:36][CH2:37][CH3:38])[C:11]=1[OH:39])(=[O:9])[CH3:8].[NH:40]=[N+:41]=[N-:42].N=[N+]=[N-].C(Cl)(Cl)[Cl:47]>C(Cl)(Cl)Cl>[Cl:47][C:34]1[C:13]([O:14][CH2:15][C:16]2[CH:33]=[CH:32][CH:31]=[C:18]([C:19]3[N:21]([CH2:22][CH2:23][CH2:24][C:25]4[CH:26]=[N:27][CH:28]=[CH:29][CH:30]=4)[N:42]=[N:41][N:40]=3)[CH:17]=2)=[C:12]([CH2:36][CH2:37][CH3:38])[C:11]([OH:39])=[C:10]([C:7](=[O:9])[CH3:8])[CH:35]=1 |f:3.4|. Reported procedure: Phosphorus pentachloride (2.80 g) was added in portions to a stirred solution of 5.0 g 3-[(4-acetyl-3-hydroxy-2-propylphenoxy)methyl]-N-[3-(3-pyridinyl)propyl]benzamide in 100 mL of anhydrous chloroform at 3°. The reaction mixture was stirred at 3° for an additional 0.25 hr and 25° for 1.75 hr. To this yellow solution stirred at 25° was added dropwise 22 mL of 1.1M hydrazoic acid in chloroform. The reaction was stirred at 25° for 24 hr and then an additional 22.2 mL of 1.1M hydrazoic acid/chloro... Starting materials: O1CCOC12CC=C(CC2)C2=C(C#N)C=CC=C2 (2-(1,4-Dioxaspiro[4.5]dec-7-en-8-yl)benzonitrile). Reagents/catalysts: [Pd] (palladium on carbon). Solvent: C(C)(=O)OCC (ethyl acetate), C(C)(=O)OCC (ethyl acetate). Yields the product O1CCOC12CCC(CC2)C2=C(C#N)C=CC=C2 (2-(1,4-Dioxaspiro[4.5]dec -8-yl)benzonitrile). RXN SMILES: [O:1]1[C:5]2([CH2:10][CH2:9][C:8]([C:11]3[CH:18]=[CH:17][CH:16]=[CH:15][C:12]=3[C:13]#[N:14])=[CH:7][CH2:6]2)[O:4][CH2:3][CH2:2]1>[Pd].C(OCC)(=O)C>[O:1]1[C:5]2([CH2:10][CH2:9][CH:8]([C:11]3[CH:18]=[CH:17][CH:16]=[CH:15][C:12]=3[C:13]#[N:14])[CH2:7][CH2:6]2)[O:4][CH2:3][CH2:2]1. Procedure details: To a suspension of 10% palladium on carbon (1.5 g) in ethyl acetate (200 mL) at room temperature under argon was added a solutioin of 2-(1,4-Dioxaspiro[4.5]dec-7-en-8-yl)benzonitrile (8.9 g, 36.7 mmol) in ethyl acetate (50 mL). Hydrogen gas was then bubbled into the reaction mixture until all the starting material was consumed. The reaction was filtered through celite to remove the catalyst and the solution concentrated to give the product as a colorless oil. Reactants: CCOP(=O)(CCCN1C(=O)c2ccccc2C1=O)OCC, CCO, NN, O. Product: CCOP(=O)(CCCN)OCC. As a reaction SMILES: [C:4]1(=[O:5])[N:8]([CH2:9][CH2:10][CH2:11][P:12]([O:13][CH2:14][CH3:15])([O:16][CH2:17][CH3:18])=[O:19])[C:6](=[O:7])[c:20]2[cH:21][cH:22][cH:23][cH:24][c:25]21.[CH3:26][CH2:27][OH:28].[NH2:2][NH2:3].[OH2:1]>>[NH2:8][CH2:9][CH2:10][CH2:11][P:12]([O:13][CH2:14][CH3:15])([O:16][CH2:17][CH3:18])=[O:19]. Reactants: O=C(C=1N=C(C=CC1)C(=O)N(C(C)C)C(C)C)N(C(C)C)C(C)C. Reagents/catalysts: O1B(OC(C)(C)C1(C)C)B2OC(C)(C)C(O2)(C)C, O=C1C=CC=2C=CC=C(C3=CN=C(C=C3)C=4N=CC=CC4)C2N1, C[OH2+].C[OH2+].C1CC=CCCC=C1.C1CC=CCCC=C1.[Ir].[Ir], [K].OC(C)(C)C. The solvent is O1CCCC1. Run at temperature 80 celsius, time 12 hour. Product: O=C(C=1N=C(C=C(C1)B2OC(C)(C)C(O2)(C)C)C(=O)N(C(C)C)C(C)C)N(C(C)C)C(C)C. Yield: 89.0%. Procedure details: In an argon filled glove box, a 5.0 mL wheaton microreactor was charged with [Ir(cod)(OMe)]2 (1.98 mg, 1.5 mol%), L1 ligand (2.1 mg, 3.5 mol%), B2pin2 (50.8 mg, 1.0 equiv.), KOtBu (1.0 mg, 4.5 mol%) and dry THF (1.0 mL). The reaction mixture was stirred for 2 minutes at room temperature. To this mixture, N2,N2,N6,N6-tetraisopropylpyridine-2,6-dicarboxamide (66.7 mg, 0.2 mmol) was added. The microreactor was capped with a teflon pressure cap and placed into pre-heated aluminum block at 80 oC. The... The reactants are OCC1=C(C=C(C=C1)S(=O)(=O)C)O (2-(hydroxymethyl)-5-(methylsulfonyl)phenol), ClCC=O (chloroacetaldehyde), OS(=O)(=O)O (H2SO4), ClCC=O (Chloroacetaldehyde), OS(=O)(=O)O (H2SO4). Solvent: CCO (EtOH). Conditions: temperature 0 celsius, time 10 minute. Product: ClCC1OCC2=C(O1)C=C(C=C2)S(=O)(=O)C (2-(CHLOROMETHYL)-7-(METHYLSULFONYL)-4H-1,3-BENZODIOXINE). RXN SMILES: [OH:1][CH2:2][C:3]1[CH:8]=[CH:7][C:6]([S:9]([CH3:12])(=[O:11])=[O:10])=[CH:5][C:4]=1[OH:13].[Cl:14][CH2:15][CH:16]=O.OS(O)(=O)=O>CCO>[Cl:14][CH2:15][CH:16]1[O:13][C:4]2[CH:5]=[C:6]([S:9]([CH3:12])(=[O:10])=[O:11])[CH:7]=[CH:8][C:3]=2[CH2:2][O:1]1. Procedure: 2-(hydroxymethyl)-5-(methylsulfonyl)phenol (0.2 g, 1.0 mmol) was dissolved in EtOH (4.5 ml) and chloroacetaldehyde (0.15 ml, 1.2 mmol) was added. The mixture was cooled to 0° C. and concentrated H2SO4 (2.5 ml) was added dropwise. The reaction mixture was stirred at 0° C. for 10 min and then in room temperature for 2-3 h. Chloroacetaldehyde (50 μl) and concentrated H2SO4 (0.5 ml) was added and the reaction mixture was stirred for another 1-2 h before the reaction was quenched with water. The aque...